Task: describe an organic reaction: reactants, conditions, products, and yield. Dataset: the Open Reaction Database (ORD), a public repository of structured organic reaction records Reactants: FC1=CC=C(C(=O)N=C=O)C=C1 (4-fluorobenzoyl isocyanate), C[Si](C)(C)C=[N+]=[N-] ((trimethylsilyl)diazomethane). Solvent: O (water), C(Cl)Cl (DCM). Conditions: time 45 minute. Yields the product FC1=CC=C(C=C1)C=1OCC(N1)=O (2-(4-fluorophenyl)oxazol-4(5H)-one). Yield: 67.4%. As a reaction SMILES: [F:1][C:2]1[CH:12]=[CH:11][C:5]([C:6]([N:8]=[C:9]=[O:10])=[O:7])=[CH:4][CH:3]=1.[CH3:13][Si](C=[N+]=[N-])(C)C>C(Cl)Cl.O>[F:1][C:2]1[CH:12]=[CH:11][C:5]([C:6]2[O:7][CH2:13][C:9](=[O:10])[N:8]=2)=[CH:4][CH:3]=1. Procedure details: To a solution of 4-fluorobenzoyl isocyanate (1.2 g, 7.2 mmol) in DCM (25 mL) was added (trimethylsilyl)diazomethane (2.0 M in hexane, 4.3 mL, 8.6 mmol) at 0° C. The reaction mixture was stirred for 45 min at rt. The mixture was diluted with water and the separated aqueous phase was extracted with DCM (3×). The combined organic layers were dried over (Na2SO4), filtered and concentrated in vacuo. The resulting residue was purified by column chromatography (SiO2, 100:0-80:20 DCM-methanol) to afford... Starting materials: CNC(C(=O)N(C1=C(C(=CC=C1)C)C)CC(OCC)OCC)=O (methyl N-[2,2-diethoxy(ethyl)]-N-(2,3-dimethylphenyl)oxalamide), O (water), FC(C(=O)O)(F)F (trifluoroacetic acid), CCOC(=O)C (EtOAc). The solvent is ClCCl (dichloromethane). Conditions: time 16 hour. The product is CNC(C(=O)N(C1=C(C(=CC=C1)C)C)CC=O)=O (methyl N-(2-oxoethyl)-N-(2,3-dimethylphenyl)oxalamide). Yield: 95.7%. RXN SMILES: [CH3:1][NH:2][C:3](=[O:23])[C:4]([N:6]([CH2:15][CH:16](OCC)[O:17]CC)[C:7]1[CH:12]=[CH:11][CH:10]=[C:9]([CH3:13])[C:8]=1[CH3:14])=[O:5].O.FC(F)(F)C(O)=O.CCOC(C)=O>ClCCl>[CH3:1][NH:2][C:3](=[O:23])[C:4]([N:6]([CH2:15][CH:16]=[O:17])[C:7]1[CH:12]=[CH:11][CH:10]=[C:9]([CH3:13])[C:8]=1[CH3:14])=[O:5]. Procedure: To a solution of the ester from Step D (719 mg, 2.23 mmol) in 10 mL of dichloromethane at room temperature was added water (1 mL) and trifluoroacetic acid (1 mL). After 16 hours, the reaction was poured into EtOAc, washed with sat, NaHCO3 soln. and brine, dried (Na2SO4), filtered, and concentrated in vacuo to provide the aldehyde (0.53 g, 100% yield) as a yellow oil which was sufficiently pure for use in the next step without further purification. Starting materials: FC(C(CC(=O)OCC)CC1=CC=CC=C1)(F)F (Ethyl 4,4,4-trifluoro-3-(phenylmethyl)butanoate), [OH-].[Na+] (NaOH). Run in CCO (EtOH), C1CCOC1 (THF). Yields the product FC(C(CC(=O)O)CC1=CC=CC=C1)(F)F (4,4,4-Trifluoro-3-(phenylmethyl)butanoic acid). Yield: 100.7%. As a reaction SMILES: [F:1][C:2]([F:18])([F:17])[CH:3]([CH2:10][C:11]1[CH:16]=[CH:15][CH:14]=[CH:13][CH:12]=1)[CH2:4][C:5]([O:7]CC)=[O:6].[OH-].[Na+]>C1COCC1.CCO>[F:1][C:2]([F:17])([F:18])[CH:3]([CH2:10][C:11]1[CH:16]=[CH:15][CH:14]=[CH:13][CH:12]=1)[CH2:4][C:5]([OH:7])=[O:6] |f:1.2|. Procedure details: Ethyl ester (176) (1.08 g, 4.15 mmol) was saponified with 1 N NaOH in THF and EtOH to give 0.97 g (˜100%) of the title compound (177) as a yellow oil. 1H NMR (400 MHz, CDCl3): δ 2.41 (dd, J1=16.9 Hz, J2=5.8 Hz, 1H), 2.50-2.70 (m, 2H), 3.00-3.15 (m, 2H), 7.15-7.25 (m, 3H), 7.27-7.33 (m, 2H). LCMS (ESI): m/z 231 (M−H)−.